Dataset: the Open Reaction Database (ORD), a public repository of structured organic reaction records. Task: describe an organic reaction: reactants, conditions, products, and yield Reactants: CCS(=O)(=O)O, COc1cc(O)ccc1-c1nc2ncncc2[nH]1, [Cl-]. The product is CCS(=O)(=O)Oc1ccc(-c2nc3ncncc3[nH]2)c(OC)c1. Reaction SMILES: [CH2:20]([CH3:21])[S:22](=[O:23])(=[O:24])[OH:25].[CH3:1][O:2][c:3]1[c:4](-[c:10]2[n:11][c:12]3[n:13][cH:14][n:15][cH:16][c:17]3[nH:18]2)[cH:5][cH:6][c:7]([OH:9])[cH:8]1.[Cl-:19]>>[CH3:1][O:2][c:3]1[c:4](-[c:10]2[n:11][c:12]3[n:13][cH:14][n:15][cH:16][c:17]3[nH:18]2)[cH:5][cH:6][c:7]([O:9][S:22]([CH2:20][CH3:21])(=[O:23])=[O:24])[cH:8]1. As a reaction SMILES: OS(O)(=O)=O.O.[CH2:7]([OH:9])[CH3:8].[Cl:10][C:11]1[CH:16]=[C:15]([Cl:17])[CH:14]=[CH:13][C:12]=1[C:18](=[CH2:22])[C:19](N)=[O:20]>C(Cl)Cl.[Cu]>[CH2:7]([O:9][C:19](=[O:20])[C:18]([C:12]1[CH:13]=[CH:14][C:15]([Cl:17])=[CH:16][C:11]=1[Cl:10])=[CH2:22])[CH3:8]. Reagents/catalysts: [Cu] (copper). Product: C(C)OC(C(=C)C1=C(C=C(C=C1)Cl)Cl)=O (ethyl-α-(2,4-dichlorophenyl)-α-methyleneacetate). Reactants: ClC1=C(C=CC(=C1)Cl)C(C(=O)N)=C (α-(2,4-dichlorophenyl)-α-methyleneacetamide), cyanohydrin, 2,4-dichloroacetophenone cyanohydrin-O-trimethylsilylether, OS(=O)(=O)O (H2SO4), O (water), C(C)O (ethanol), cyanohydrin, O (water). Run in ice, C(Cl)Cl (CH2Cl2). Run at temperature 100 celsius. Reported procedure: Add the cyanohydrin prepared in Example 5(a), 2,4-dichloroacetophenone cyanohydrin-O-trimethylsilylether, (75 g) dropwise to a solution of concentrated H2SO4 containing 4% SO3 (60 mL) and 250 mg of copper powder at 40° C. During the addition, maintain the reaction temperature between 80°-85° C. (water bath). After all cyanohydrin is added, raise the temperature to 100° C. and heat the reaction mixture at this temperature for 30 min. Cool the reaction mixture to 90° C. and carefully treat with wa... Reactants: CCOC(=O)Cc1cc(-n2nc(C(C)(C)C)cc2N)cc2ccccc12, CO, Cl, N. Yields the product CC(C)(C)c1cc(N)n(-c2cc(CC(N)=O)c3ccccc3c2)n1. As a reaction SMILES: [CH2:2]([O:4][C:5](=[O:3])[CH2:6][c:7]1[cH:8][c:9](-[n:17]2[n:18][c:19]([C:23]([CH3:24])([CH3:25])[CH3:26])[cH:20][c:21]2[NH2:22])[cH:10][c:11]2[cH:12][cH:13][cH:14][cH:15][c:16]12)[CH3:27].[CH3:29][OH:30].[ClH:1].[NH3:28]>>[O:4]=[C:5]([CH2:6][c:7]1[cH:8][c:9](-[n:17]2[n:18][c:19]([C:23]([CH3:24])([CH3:25])[CH3:26])[cH:20][c:21]2[NH2:22])[cH:10][c:11]2[cH:12][cH:13][cH:14][cH:15][c:16]12)[NH2:28]. Reactants: solution, [N+](=[N-])=C (diazomethane), NC1=CC=C(C=C1)C12C(NC(C2C1)=O)=O (1-(4-aminophenyl)-3-azabicyclo[3.1.0]hexane-2,4-dione). The solvent is CO (methanol). Conditions: time 16 hour. Yields the product NC1=CC=C(C=C1)C12C(N(C(C2C1)=O)C)=O (1-(4-Aminophenyl)-3-methyl-3-azabicyclo[3.1.0]hexane-2,4-dione). Reaction SMILES: [N+:1](=[CH2:3])=[N-].[NH2:4][C:5]1[CH:10]=[CH:9][C:8]([C:11]23[CH2:16][CH:15]2[C:14](=[O:17])N[C:12]3=[O:18])=[CH:7][CH:6]=1>CO>[NH2:4][C:5]1[CH:6]=[CH:7][C:8]([C:11]23[CH2:16][CH:15]2[C:14](=[O:17])[N:1]([CH3:3])[C:12]3=[O:18])=[CH:9][CH:10]=1. Procedure details: An approx. 0.3 molar solution of diazomethane is added dropwise at 0° C. to a solution of 202 mg of 1-(4-aminophenyl)-3-azabicyclo[3.1.0]hexane-2,4-dione in 10 ml of methanol. The reaction mixture is allowed to stand for 16 hours, concentrated, and partitioned twice between ethyl acetate and water. The organic phases are dried over magnesium sulfate, filtered and concentrated. The residue is crystallised from ethyl acetate/petroleum ether, affording the title compound which is identical with the... The reactants are [Al+3], CC(=O)N1CCC(C(=O)Cl)CC1, ClCCCl, [Cl-], [Cl-], [Cl-], Cc1cccc(F)c1. The product is CC(=O)N1CCC(C(=O)c2ccc(C)cc2F)CC1. RXN SMILES: [Al+3:14].[C:1]([CH3:2])(=[O:3])[N:4]1[CH2:5][CH2:6][CH:7]([C:8](=[O:9])[Cl:10])[CH2:11][CH2:12]1.[CH2:25]([Cl:26])[CH2:27][Cl:28].[Cl-:13].[Cl-:15].[Cl-:16].[F:17][c:18]1[cH:19][c:20]([CH3:24])[cH:21][cH:22][cH:23]1>>[C:1]([CH3:2])(=[O:3])[N:4]1[CH2:5][CH2:6][CH:7]([C:8](=[O:9])[c:23]2[c:18]([F:17])[cH:19][c:20]([CH3:24])[cH:21][cH:22]2)[CH2:11][CH2:12]1. Reactants: C(C=C)OC(=O)N[C@@H](CCC(=O)OC(C)(C)C)C=O ((4S)t-Butyl N-Allyloxycarbonyl-4-amino-5-oxopentanoate), C(C)(=O)[O-].[Na+] (sodium acetate), NNC(=O)N (semicarbazide). Run in CO (MeOH). Run at time 8 hour. Yields the product C(C=C)OC(=O)N[C@@H](CCC(OC(C)(C)C)=NNC(=O)N)C=O ((4S)t-Butyl N-Allyloxycarbonyl-4-amino-5-oxopentanoate semicarbazone). The yield is 72.7%. As a reaction SMILES: [CH2:1]([O:4][C:5]([NH:7][C@H:8]([CH:18]=[O:19])[CH2:9][CH2:10][C:11]([O:13][C:14]([CH3:17])([CH3:16])[CH3:15])=O)=[O:6])[CH:2]=[CH2:3].C([O-])(=O)C.[Na+].[NH2:25][NH:26][C:27]([NH2:29])=[O:28]>CO>[CH2:1]([O:4][C:5]([NH:7][C@H:8]([CH:18]=[O:19])[CH2:9][CH2:10][C:11](=[N:25][NH:26][C:27]([NH2:29])=[O:28])[O:13][C:14]([CH3:17])([CH3:16])[CH3:15])=[O:6])[CH:2]=[CH2:3] |f:1.2|. Procedure: To a solution of (207a) (2.39 g, 8.8 mmol), in MeOH (20 ml) was added sodium acetate (0.72 g, 8.8 mmol) and semicarbazide (0.98 g, 8.8 mmol) stirred overnight, concentrated and diluted with CH2Cl2 (100 ml), washed with water, dried and concentrated. Flash chromatography (2% MeOH in CH2Cl2) afforded (208a) (2.10 g, 73%) as an oil: [α]D20 -21 (c 2.55°, CH2Cl2); 1H NMR (CDCl3) δ 9.98 (1H, s), 7.27 (1H, d), 5.8 (1H, m), 5.5 (1H, d), 5.35-5.19 (2H, m), 4.58 (2H, m), 4.14 (1H, m), 2.37 (2H, t), 2.09 (...